From a dataset of the Open Reaction Database (ORD), a public repository of structured organic reaction records. describe an organic reaction: reactants, conditions, products, and yield Reactants: C(C)(C)(C)OC(=O)N1C=C(C2=CC=CC=C12)C=O (3-formyl-indole-1-carboxylic acid t-butyl ester), Compound 9, [BH-](OC(=O)C)(OC(=O)C)OC(=O)C.[Na+] (NaBH(OAc)3). Solvent: C(Cl)Cl (CH2Cl2). Reaction conditions: time 2 day. Yields the product C1(=C(C=CC=C1)OC1=CC=C2CCCNC2=C1)C (7-tolyloxy-3,4-dihydro-2H-quinoline). As a reaction SMILES: C(OC([N:8]1[C:16]2[C:11](=[CH:12][CH:13]=[CH:14][CH:15]=2)[C:10]([CH:17]=O)=[CH:9]1)=O)(C)(C)C.[BH-](O[C:29]([CH3:31])=[O:30])(OC(C)=O)OC(C)=O.[Na+]>C(Cl)Cl>[C:12]1([CH3:13])[CH:11]=[CH:10][CH:9]=[CH:31][C:29]=1[O:30][C:14]1[CH:15]=[C:16]2[C:11]([CH2:17][CH2:10][CH2:9][NH:8]2)=[CH:12][CH:13]=1 |f:1.2|. Procedure: A mixture of 3-formyl-indole-1-carboxylic acid t-butyl ester, Compound 9, where R1 is 4-tolyl, R2 is H, R3 is 2-methylprop-1-yl, and R4 is CH3 (9 mg (0.0609 mmol) and NaBH(OAc)3 (17 mg, 0.0812 mmol) in 1 mL of anhydrous CH2Cl2 was vigorously stirred for 2 days, during which the the initially cloudy solution turned clear. The mixture was partitioned between 5 mL of EtOAc and 3 mL of saturated-NH4Cl solution and extracted three times. The combined EtOAc layer was washed with brine, dried over Na2S... Starting materials: N1N=NN=C1C1=CC=C(CSCC(=O)O)C=C1 ([4-(1H-tetrazol-5-yl)benzylthio]acetic acid), Cl.COC([C@@H](NC(CN(CC1=CC=CC2=CC=CC=C12)C[C@H]([C@H](CC)C)N)=O)CCSC)=O (N-(2(S)-amino-3(S)-methylpentyl)-N-(1-naphthylmethyl)-glycyl-methionine methyl ester hydrochloride). Product: COC([C@@H](NC(CN(CC1=CC=CC2=CC=CC=C12)C[C@H]([C@H](CC)C)NC(CSCC1=CC=C(C=C1)C1=NN=NN1)=O)=O)CCSC)=O (N-{2(S)-[(4-(1-H-Tetrazol-5-yl)benzylthio)acetamido]-3(S)-methylpentyl}-N-(1-naphthylmethyl)-glycyl-methionine methyl ester). As a reaction SMILES: [NH:1]1[C:5]([C:6]2[CH:17]=[CH:16][C:9]([CH2:10][S:11][CH2:12][C:13]([OH:15])=O)=[CH:8][CH:7]=2)=[N:4][N:3]=[N:2]1.Cl.[CH3:19][O:20][C:21](=[O:50])[C@H:22]([CH2:46][CH2:47][S:48][CH3:49])[NH:23][C:24](=[O:45])[CH2:25][N:26]([CH2:38][C@@H:39]([NH2:44])[C@@H:40]([CH3:43])[CH2:41][CH3:42])[CH2:27][C:28]1[C:37]2[C:32](=[CH:33][CH:34]=[CH:35][CH:36]=2)[CH:31]=[CH:30][CH:29]=1>>[CH3:19][O:20][C:21](=[O:50])[C@H:22]([CH2:46][CH2:47][S:48][CH3:49])[NH:23][C:24](=[O:45])[CH2:25][N:26]([CH2:38][C@@H:39]([NH:44][C:13](=[O:15])[CH2:12][S:11][CH2:10][C:9]1[CH:8]=[CH:7][C:6]([C:5]2[NH:1][N:2]=[N:3][N:4]=2)=[CH:17][CH:16]=1)[C@@H:40]([CH3:43])[CH2:41][CH3:42])[CH2:27][C:28]1[C:37]2[C:32](=[CH:33][CH:34]=[CH:35][CH:36]=2)[CH:31]=[CH:30][CH:29]=1 |f:1.2|. Procedure details: Following the procedure described for Example 1, Step G, [4-(1H-tetrazol-5-yl)benzylthio]acetic acid was coupled with N-(2(S)-amino-3(S)-methylpentyl)-N-(1-naphthylmethyl)-glycyl-methionine methyl ester hydrochloride to give the title compound. The reactants are NC1=C(C=C2C(OC(C2=C1)(F)F)(F)F)O (6-amino-1,1,3,3-tetrafluoro-5-hydroxy-1,3-dihydroisobenzofuran), C(C1=CC=NC=C1)(=O)O (isonicotinic acid), CCN=C=NCCCN(C)C (WSC), N1=CC=CC=C1 (pyridine). Solvent: O (water). Conditions: temperature 80 celsius. Yields the product FC1(OC(C2=CC(=C(C=C12)O)NC(C1=CC=NC=C1)=O)(F)F)F (N-(1,1,3,3-tetrafluoro-6-hydroxy-1,3-dihydroisobenzofuran-5-yl)isonicotinamide). The yield is 45.7%. As a reaction SMILES: [NH2:1][C:2]1[CH:10]=[C:9]2[C:5]([C:6]([F:14])([F:13])[O:7][C:8]2([F:12])[F:11])=[CH:4][C:3]=1[OH:15].[C:16](O)(=[O:23])[C:17]1[CH:22]=[CH:21][N:20]=[CH:19][CH:18]=1.CCN=C=NCCCN(C)C.N1C=CC=CC=1>O>[F:13][C:6]1([F:14])[C:5]2[C:9](=[CH:10][C:2]([NH:1][C:16](=[O:23])[C:17]3[CH:22]=[CH:21][N:20]=[CH:19][CH:18]=3)=[C:3]([OH:15])[CH:4]=2)[C:8]([F:11])([F:12])[O:7]1. Reported procedure: A mixture of 2.0 g of 6-amino-1,1,3,3-tetrafluoro-5-hydroxy-1,3-dihydroisobenzofuran, 1.1 g of isonicotinic acid, 2.23 g of WSC and 15 ml of pyridine was stirred while heating at 80° C. for three hours. The reaction mixture was cooled to room temperature, and then water was poured into the reaction mixture. Precipitated solid was filtered and washed with water and dried under reduced pressure to give 1.34 g of N-(1,1,3,3-tetrafluoro-6-hydroxy-1,3-dihydroisobenzofuran-5-yl)isonicotinamide. Starting materials: CCCP(=O)(O)O, CN(C)c1nc2cc(NC(=O)c3c(C(=O)O)cnn3C)ccn2n1, CCN(C(C)C)C(C)C, Cl, FC1CNC1, C1CCOC1. Product: CN(C)c1nc2cc(NC(=O)c3c(C(=O)N4CC(F)C4)cnn3C)ccn2n1. RXN SMILES: [CH2:31]([P:32]([OH:33])([OH:34])=[O:35])[CH2:36][CH3:37].[CH3:1][N:2]([c:3]1[n:4][n:5]2[c:6]([cH:7][c:8]([NH:11][C:12](=[O:13])[c:14]3[c:15]([C:20](=[O:21])[OH:22])[cH:16][n:17][n:18]3[CH3:19])[cH:9][cH:10]2)[n:23]1)[CH3:24].[CH:38]([N:39]([CH:40]([CH3:41])[CH3:42])[CH2:43][CH3:44])([CH3:45])[CH3:46].[ClH:25].[F:26][CH:27]1[CH2:28][NH:29][CH2:30]1.[O:47]1[CH2:48][CH2:49][CH2:50][CH2:51]1>>[CH3:1][N:2]([c:3]1[n:4][n:5]2[c:6]([cH:7][c:8]([NH:11][C:12](=[O:13])[c:14]3[c:15]([C:20](=[O:22])[N:29]4[CH2:28][CH:27]([F:26])[CH2:30]4)[cH:16][n:17][n:18]3[CH3:19])[cH:9][cH:10]2)[n:23]1)[CH3:24]. The reactants are CN(C)CCCl, [K+], [K+], O=C([O-])[O-], CN(C)C=O, COc1cc2nc(-c3cccc([N+](=O)[O-])c3)nc(Nc3ccc4c(cnn4C(=O)OC(C)(C)C)c3)c2cc1O. Product: COc1cc2nc(-c3cccc([N+](=O)[O-])c3)nc(Nc3ccc4c(cnn4C(=O)OC(C)(C)C)c3)c2cc1OCCN(C)C. Reaction SMILES: [Cl:40][CH2:41][CH2:42][N:43]([CH3:44])[CH3:45].[K+:46].[K+:47].[O-:48][C:49]([O-:50])=[O:51].[O:52]=[CH:53][N:54]([CH3:55])[CH3:56].[OH:1][c:2]1[cH:3][c:4]2[c:5]([NH:23][c:24]3[cH:25][c:26]4[cH:27][n:28][n:29]([C:33](=[O:34])[O:35][C:36]([CH3:37])([CH3:38])[CH3:39])[c:30]4[cH:31][cH:32]3)[n:6][c:7](-[c:14]3[cH:15][c:16]([N+:20](=[O:21])[O-:22])[cH:17][cH:18][cH:19]3)[n:8][c:9]2[cH:10][c:11]1[O:12][CH3:13]>>[O:1]([c:2]1[cH:3][c:4]2[c:5]([NH:23][c:24]3[cH:25][c:26]4[cH:27][n:28][n:29]([C:33](=[O:34])[O:35][C:36]([CH3:37])([CH3:38])[CH3:39])[c:30]4[cH:31][cH:32]3)[n:6][c:7](-[c:14]3[cH:15][c:16]([N+:20](=[O:21])[O-:22])[cH:17][cH:18][cH:19]3)[n:8][c:9]2[cH:10][c:11]1[O:12][CH3:13])[CH2:41][CH2:42][N:43]([CH3:44])[CH3:45]. The reactants are Cl.C(C)N=C=NCCCN(C)C (1-ethyl-3-(3-dimethylaminopropyl)carbodiimide hydrochloride), OCN1C(N(CC1=O)CC#C)=O (3-hydroxymethyl-1-(2-propynyl)imidazolidine-2,4-dione), C(C=C)ON=C/C(=C/[C@H]1C([C@@H]1C(=O)O)(C)C)/C ((1R)-trans-3-[(E)-3-(2-propenyloxyimino)-2-methyl-1-propenyl]-2,2-dimethylcyclopropanecarboxylic acid), C(Cl)(Cl)Cl (chloroform). The reagents and catalysts are CN(C1=CC=NC=C1)C (4-dimethylaminopyridine). The solvent is [Cl-].[Na+].O (brine). Conditions: time 3 hour. The product is C(C=C)ON=C/C(=C/[C@H]1C([C@@H]1C(=O)OCN1C(N(CC1=O)CC#C)=O)(C)C)/C (2,5-dioxo-3-(2-propynyl)imidazolidin-1-ylmethyl (1R)-trans-3-[(E)-3-(2-propenyloxyimino)-2-methyl-1-propenyl]-2,2-dimethylcyclopropanecarboxylate). Yield: 61.3%. Reaction SMILES: [OH:1][CH2:2][N:3]1[C:7](=[O:8])[CH2:6][N:5]([CH2:9][C:10]#[CH:11])[C:4]1=[O:12].[CH2:13]([O:16][N:17]=[CH:18]/[C:19](/[CH3:29])=[CH:20]/[C@@H:21]1[C@@H:23]([C:24](O)=[O:25])[C:22]1([CH3:28])[CH3:27])[CH:14]=[CH2:15].C(Cl)(Cl)Cl.Cl.C(N=C=NCCCN(C)C)C>CN(C)C1C=CN=CC=1.[Cl-].[Na+].O>[CH2:13]([O:16][N:17]=[CH:18]/[C:19](/[CH3:29])=[CH:20]/[C@@H:21]1[C@@H:23]([C:24]([O:1][CH2:2][N:3]2[C:7](=[O:8])[CH2:6][N:5]([CH2:9][C:10]#[CH:11])[C:4]2=[O:12])=[O:25])[C:22]1([CH3:28])[CH3:27])[CH:14]=[CH2:15] |f:3.4,6.7.8|. Reported procedure: Under nitrogen atmosphere, to a mixture of 0.17 g of 3-hydroxymethyl-1-(2-propynyl)imidazolidine-2,4-dione, 0.24 g of (1R)-trans-3-[(E)-3-(2-propenyloxyimino)-2-methyl-1-propenyl]-2,2-dimethylcyclopropanecarboxylic acid, catalytic amount of 4-dimethylaminopyridine and 3 ml of anhydrous chloroform was added 0.19 g of 1-ethyl-3-(3-dimethylaminopropyl)carbodiimide hydrochloride and the mixture was stirred at room temperature for 3 hours. Thereafter, saturated brine was added to the reaction mixture... Starting materials: C([O-])(O)=O.[Na+] (sodium bicarbonate), ClC1=CC=C(C=N1)CC(=O)O ((6-chloro-pyridin-3-yl)-acetic acid), B (borane), Cl (hydrochloric acid). The solvent is C1CCOC1 (THF). Conditions: time 2 hour. Product: ClC1=CC=C(C=N1)CCO (2-(6-chloro-pyridin-3-yl)-ethanol). Isolated yield 80.0%. Reaction SMILES: [Cl:1][C:2]1[N:7]=[CH:6][C:5]([CH2:8][C:9](O)=[O:10])=[CH:4][CH:3]=1.B.Cl.C(=O)(O)[O-].[Na+]>C1COCC1>[Cl:1][C:2]1[N:7]=[CH:6][C:5]([CH2:8][CH2:9][OH:10])=[CH:4][CH:3]=1 |f:3.4|. Reported procedure: To solid (6-chloro-pyridin-3-yl)-acetic acid (172 mg, 1 mmol) was added borane in THF (1M, 5 ml) and the reaction was stirred at room temperature. After 2 hours, the reaction was heated to 50 degC for 90 minutes. Aqueous hydrochloric acid (2N, 8 ml) was added to the reaction and it was allowed to cool to room temperature. After 10 minutes the reaction was basified with saturated aqueous sodium bicarbonate and extracted into ethyl acetate. The organic liquors were washed with water (×2) and brine... The reactants are C(C)OC(=O)C=1C(=C2C(=C(N1)C#N)N(C(=C2Cl)Cl)CCC(C)C)O (7-Cyano-2,3-dichloro-4-hydroxy-1-(3-methyl-butyl)-1H-pyrrolo[2,3-c]pyridine-5-carboxylic acid ethyl ester), NCC(=O)O (glycine). Solvent: CO (methanol), C[O-].[Na+] (sodium methoxide). The product is ClC1=C(C=2C(=C(N=C(C2O)C(=O)NCC(=O)O)C#N)N1CCC(C)C)Cl ({[2,3-Dichloro-7-cyano-4-hydroxy-1-(3-methyl-butyl)-1H-pyrrolo[2,3-c]pyridine-5-carbonyl]-amino}-acetic acid). Reaction SMILES: C(O[C:4]([C:6]1[C:7]([OH:24])=[C:8]2[C:16]([Cl:17])=[C:15]([Cl:18])[N:14]([CH2:19][CH2:20][CH:21]([CH3:23])[CH3:22])[C:9]2=[C:10]([C:12]#[N:13])[N:11]=1)=[O:5])C.[NH2:25][CH2:26][C:27]([OH:29])=[O:28]>C[O-].[Na+].CO>[Cl:18][C:15]1[N:14]([CH2:19][CH2:20][CH:21]([CH3:22])[CH3:23])[C:9]2=[C:10]([C:12]#[N:13])[N:11]=[C:6]([C:4]([NH:25][CH2:26][C:27]([OH:29])=[O:28])=[O:5])[C:7]([OH:24])=[C:8]2[C:16]=1[Cl:17] |f:2.3|. Reported procedure: 7-Cyano-2,3-dichloro-4-hydroxy-1-(3-methyl-butyl)-1H-pyrrolo[2,3-c]pyridine-5-carboxylic acid ethyl ester (80 mg, 0.22 mmol) and glycine (324 mg, 4.32 mmol) were suspended in 8.64 mL of 0.5 N sodium methoxide in methanol. The reaction was heated at reflux temperature overnight, cooled, and concentrated. The residue was dissolved in water (15 mL), and the solution was acidified to pH 1-2 with 1 N hydrochloric acid. The title compound (60 mg) was collected by filtration as a light yellow solid. MS... Reactants: alkane, C1C2(COP(=O)(O1)OC2)CO (pentaerythritol phosphate alcohol), P(=O)(Cl)(Cl)Cl (phosphorus oxychloride), OCC(CO)(CO)CO (pentaerythritol). The product is C1C2(COP(=O)(O1)OC2)CO (PEPA), Cl (HCl). As a reaction SMILES: [CH2:1]1[O:7][P:5]2([O:8][CH2:9][C:2]1([CH2:10][OH:11])[CH2:3][O:4]2)=[O:6].P(Cl)(Cl)([Cl:14])=O.OCC(CO)(CO)CO>>[CH2:3]1[O:4][P:5]2([O:7][CH2:1][C:2]1([CH2:10][OH:11])[CH2:9][O:8]2)=[O:6].[ClH:14]. Reported procedure: A process for the production of pentaerythritol phosphate alcohol (PEPA) comprising reacting in the liquid phase phosphorus oxychloride (POCl3) with pentaerythritol (PE) at a reaction temperature of at least about 100° C. in the presence of a solvent which is an alkane substituted with at least one halogen atom and having an atmospheric boiling point of about 40 to about 150° C., the reaction pressure being sufficiently high to maintain the solvent in the liquid phase, the reaction resulting in ... The reactants are O=CC1CCCN(C(=O)OCc2ccccc2)C1, CCCCCC, Cc1nc(-c2ccc(Cl)cc2)sc1C[P+](c1ccccc1)(c1ccccc1)c1ccccc1, [I-], C1CCOC1, O. The product is Cc1nc(-c2ccc(Cl)cc2)sc1C=CC1CCCN(C(=O)OCc2ccccc2)C1. RXN SMILES: [CH2:41]([c:42]1[cH:43][cH:44][cH:45][cH:46][cH:47]1)[O:48][C:49](=[O:50])[N:51]1[CH2:52][CH:53]([CH:57]=[O:58])[CH2:54][CH2:55][CH2:56]1.[CH3:1][CH2:2][CH2:3][CH2:4][CH2:5][CH3:6].[Cl:8][c:9]1[cH:10][cH:11][c:12](-[c:15]2[s:16][c:17]([CH2:21][P+:22]([c:23]3[cH:24][cH:25][cH:26][cH:27][cH:28]3)([c:29]3[cH:30][cH:31][cH:32][cH:33][cH:34]3)[c:35]3[cH:36][cH:37][cH:38][cH:39][cH:40]3)[c:18]([CH3:20])[n:19]2)[cH:13][cH:14]1.[I-:7].[O:60]1[CH2:61][CH2:62][CH2:63][CH2:64]1.[OH2:59]>>[Cl:8][c:9]1[cH:10][cH:11][c:12](-[c:15]2[s:16][c:17]([CH:21]=[CH:57][CH:53]3[CH2:52][N:51]([C:49]([O:48][CH2:41][c:42]4[cH:43][cH:44][cH:45][cH:46][cH:47]4)=[O:50])[CH2:56][CH2:55][CH2:54]3)[c:18]([CH3:20])[n:19]2)[cH:13][cH:14]1.